This data is from the Open Reaction Database (ORD), a public repository of structured organic reaction records. The task is: describe an organic reaction: reactants, conditions, products, and yield Starting materials: COc1ccc2c(c1)C=Cc1ccc(C(=O)O)cc1S2, O=C(O)c1ccc2c(c1)Sc1ccccc1CC2. The product is COc1ccc2c(c1)C=Cc1ccc(CO)cc1S2. Reaction SMILES: [CH3:1][O:2][c:3]1[cH:4][cH:5][c:6]2[c:7]([cH:20]1)[CH:8]=[CH:9][c:10]1[c:11]([cH:13][c:14]([C:17](=[O:18])[OH:19])[cH:15][cH:16]1)[S:12]2.[cH:21]1[c:22]2[c:32]([cH:33][c:34]([C:35]([OH:36])=[O:37])[cH:38]1)[S:31][c:30]1[c:25]([cH:26][cH:27][cH:28][cH:29]1)[CH2:24][CH2:23]2>>[CH3:1][O:2][c:3]1[cH:4][cH:5][c:6]2[c:7]([cH:20]1)[CH:8]=[CH:9][c:10]1[c:11]([cH:13][c:14]([CH2:17][OH:18])[cH:15][cH:16]1)[S:12]2.